From a dataset of the Open Reaction Database (ORD), a public repository of structured organic reaction records. describe an organic reaction: reactants, conditions, products, and yield Reactants: C(C1=CC=CC=C1)N1C(C(CCCC1)NC(C1=CC=CC=C1)(C1=CC=CC=C1)C1=CC=CC=C1)=O (1-benzyl-3-(tritylamino)-2-azepanone), [H-].[Al+3].[Li+].[H-].[H-].[H-] (lithium aluminum hydride), O (water), [OH-].[Na+] (sodium hydroxide), O (water). Solvent: O1CCCC1 (tetrahydrofuran), O1CCCC1 (tetrahydrofuran). Conditions: time 30 minute. The product is C(C1=CC=CC=C1)N1CC(CCCC1)NC(C1=CC=CC=C1)(C1=CC=CC=C1)C1=CC=CC=C1 (1-benzyl-N-trityl-3-azepanamine). Yield: 77.5%. RXN SMILES: [CH2:1]([N:8]1[CH2:14][CH2:13][CH2:12][CH2:11][CH:10]([NH:15][C:16]([C:29]2[CH:34]=[CH:33][CH:32]=[CH:31][CH:30]=2)([C:23]2[CH:28]=[CH:27][CH:26]=[CH:25][CH:24]=2)[C:17]2[CH:22]=[CH:21][CH:20]=[CH:19][CH:18]=2)[C:9]1=O)[C:2]1[CH:7]=[CH:6][CH:5]=[CH:4][CH:3]=1.[H-].[Al+3].[Li+].[H-].[H-].[H-].O.[OH-].[Na+]>O1CCCC1>[CH2:1]([N:8]1[CH2:14][CH2:13][CH2:12][CH2:11][CH:10]([NH:15][C:16]([C:29]2[CH:30]=[CH:31][CH:32]=[CH:33][CH:34]=2)([C:23]2[CH:24]=[CH:25][CH:26]=[CH:27][CH:28]=2)[C:17]2[CH:18]=[CH:19][CH:20]=[CH:21][CH:22]=2)[CH2:9]1)[C:2]1[CH:3]=[CH:4][CH:5]=[CH:6][CH:7]=1 |f:1.2.3.4.5.6,8.9|. Reported procedure: A solution of 1-benzyl-3-(tritylamino)-2-azepanone (425 mg, 0.922 mmol) in tetrahydrofuran (11 ml) was added dropwise to a suspension of lithium aluminum hydride (140 mg, 3.69 mmol) in tetrahydrofuran (22 ml) at room temperature, and the resulting mixture was stirred for 30 minutes and then refluxed for 3 hours. After the reaction mixture was cooled, water (0.14 ml), a 2N-aqueous sodium hydroxide solution (0.3 ml) and water (0.14 ml) were added thereto under ice-cooling. The resulting mixture wa... Starting materials: NC[C@@H]1CN(CCO[C@H]1C1=CC(=C(C=C1)Cl)F)C(=O)OC(C)(C)C (tert-butyl (6R,7R)-6-(aminomethyl)-7-(4-chloro-3-fluorophenyl)-1,4-oxazepane-4-carboxylate), C1(=CC=CC=C1)C(=O)NCC(=O)O (N-(phenylcarbonyl)glycine). Product: Cl.ClC1=C(C=C(C=C1)[C@H]1[C@@H](CNCCO1)CNC(CNC(C1=CC=CC=C1)=O)=O)F (N-[2-({[(6S,7R)-7-(4-chloro-3-fluorophenyl)-1,4-oxazepan-6-yl]methyl}amino)-2-oxoethyl]benzamide monohydrochloride). Reaction SMILES: [NH2:1][CH2:2][C@H:3]1[C@H:9]([C:10]2[CH:15]=[CH:14][C:13]([Cl:16])=[C:12]([F:17])[CH:11]=2)[O:8][CH2:7][CH2:6][N:5](C(OC(C)(C)C)=O)[CH2:4]1.[C:25]1([C:31]([NH:33][CH2:34][C:35](O)=[O:36])=[O:32])[CH:30]=[CH:29][CH:28]=[CH:27][CH:26]=1>>[ClH:16].[Cl:16][C:13]1[CH:14]=[CH:15][C:10]([C@@H:9]2[O:8][CH2:7][CH2:6][NH:5][CH2:4][C@H:3]2[CH2:2][NH:1][C:35](=[O:36])[CH2:34][NH:33][C:31](=[O:32])[C:25]2[CH:26]=[CH:27][CH:28]=[CH:29][CH:30]=2)=[CH:11][C:12]=1[F:17] |f:2.3|. Reported procedure: Using tert-butyl (6R,7R)-6-(aminomethyl)-7-(4-chloro-3-fluorophenyl)-1,4-oxazepane-4-carboxylate and N-(phenylcarbonyl)glycine, and by a method similar to that of Example 39, the title compound was obtained. Reported procedure: The title compound was synthesized analogous to (+)-(1R)-1-[5-(3-chlorophenyl)-[1,2,4]oxadiazol-3-yl]ethanol and was used directly in the next step for (+)-4-(5-{1-[5-(3-chlorophenyl)-1,2,4-oxadiazol-3-yl]propoxy}-4-methyl-4H-1,2,4-triazol-3-yl)pyridine. Starting materials: ClC=1C=C(C=CC1)C1=NC(=NO1)[C@@H](C)O ((+)-(1R)-1-[5-(3-chlorophenyl)-[1,2,4]oxadiazol-3-yl]ethanol), ClC=1C=C(C=CC1)C1=NC(=NO1)C(CC)OC=1N(C(=NN1)C1=CC=NC=C1)C ((+)-4-(5-{1-[5-(3-chlorophenyl)-1,2,4-oxadiazol-3-yl]propoxy}-4-methyl-4H-1,2,4-triazol-3-yl)pyridine). Reaction SMILES: ClC1C=C(C2ON=C([C@H](O)C)N=2)C=CC=1.[Cl:16][C:17]1[CH:18]=[C:19]([C:23]2[O:27][N:26]=[C:25]([CH:28]([O:31]C3N(C)C(C4C=CN=CC=4)=NN=3)[CH2:29][CH3:30])[N:24]=2)[CH:20]=[CH:21][CH:22]=1>>[Cl:16][C:17]1[CH:18]=[C:19]([C:23]2[O:27][N:26]=[C:25]([CH:28]([OH:31])[CH2:29][CH3:30])[N:24]=2)[CH:20]=[CH:21][CH:22]=1. Product: ClC=1C=C(C=CC1)C1=NC(=NO1)C(CC)O ((+)-1-[5-(3-chlorophenyl)-[1,2,4]oxadiazol-3-yl]propan-1-ol). The reactants are CC(C)(C)OC(=O)n1ncc2cc(-c3ccc(F)c(C=O)c3)ccc21, CC(=O)O[BH-](OC(C)=O)OC(C)=O, CN(CCN)C(=O)OC(C)(C)C, CC(=O)O, CC(Cl)Cl, [Na+], O. Product: CN(CCNCc1cc(-c2ccc3c(cnn3C(=O)OC(C)(C)C)c2)ccc1F)C(=O)OC(C)(C)C. As a reaction SMILES: [C:19]([CH3:20])([CH3:21])([CH3:22])[O:23][C:24](=[O:25])[n:26]1[n:27][cH:28][c:29]2[cH:30][c:31](-[c:35]3[cH:36][c:37]([CH:42]=[O:43])[c:38]([F:41])[cH:39][cH:40]3)[cH:32][cH:33][c:34]12.[C:1]([O:2][BH-:3]([O:4][C:5](=[O:6])[CH3:7])[O:8][C:9](=[O:10])[CH3:11])(=[O:12])[CH3:13].[C:44]([CH3:45])([CH3:46])([CH3:47])[O:48][C:49]([N:50]([CH3:51])[CH2:52][CH2:53][NH2:54])=[O:55].[CH3:15][C:16](=[O:17])[OH:18].[Cl:56][CH:57]([Cl:58])[CH3:59].[Na+:14].[OH2:60]>>[C:19]([CH3:20])([CH3:21])([CH3:22])[O:23][C:24](=[O:25])[n:26]1[n:27][cH:28][c:29]2[cH:30][c:31](-[c:35]3[cH:36][c:37]([CH2:42][NH:54][CH2:53][CH2:52][N:50]([C:49]([O:48][C:44]([CH3:45])([CH3:46])[CH3:47])=[O:55])[CH3:51])[c:38]([F:41])[cH:39][cH:40]3)[cH:32][cH:33][c:34]12. The reactants are CCO, O=[N+]([O-])c1cnc2ccc(N3CCCC3c3cc(F)ccc3F)nn12. The product is Nc1cnc2ccc(N3CCCC3c3cc(F)ccc3F)nn12. RXN SMILES: [CH3:26][CH2:27][OH:28].[F:1][c:2]1[c:3]([CH:9]2[N:10]([c:14]3[cH:15][cH:16][c:17]4[n:18]([n:19]3)[c:20]([N+:23]([O-:24])=[O:25])[cH:21][n:22]4)[CH2:11][CH2:12][CH2:13]2)[cH:4][c:5]([F:8])[cH:6][cH:7]1>>[F:1][c:2]1[c:3]([CH:9]2[N:10]([c:14]3[cH:15][cH:16][c:17]4[n:18]([n:19]3)[c:20]([NH2:23])[cH:21][n:22]4)[CH2:11][CH2:12][CH2:13]2)[cH:4][c:5]([F:8])[cH:6][cH:7]1. Starting materials: C(C)O (ethanol), C(#N)C=1C=C(C=CC1N1CCN(CC1)C(=O)C=1C=NOC1C)NC(=O)C=1C=NN(C1C)C1=CC=C(C=C1)F (N-{3-cyano-4-[4-(5-methylisoxazol-4-ylcarbonyl) piperazin-1-yl]phenyl}-1-(4-fluorophenyl)-5-methylpyrazole-4-carboxamide), [OH-].[Na+] (sodium hydroxide). Run in O (water). Reaction conditions: time 2 hour. The product is C(#N)C=1C=C(C=CC1N1CCN(CC1)C(\C(=C(\C)/O)\C#N)=O)NC(=O)C=1C=NN(C1C)C1=CC=C(C=C1)F (N-{3-Cyano-4-[4-(2-cyano-3-hydroxycrotonoyl)piperazin-1-yl]phenyl}-1-(4-fluorophenyl)-5-methylpyrazole-4-carboxamide). Yield: 47.4%. Reaction SMILES: C(O)C.[C:4]([C:6]1[CH:7]=[C:8]([NH:26][C:27]([C:29]2[CH:30]=[N:31][N:32]([C:35]3[CH:40]=[CH:39][C:38]([F:41])=[CH:37][CH:36]=3)[C:33]=2[CH3:34])=[O:28])[CH:9]=[CH:10][C:11]=1[N:12]1[CH2:17][CH2:16][N:15]([C:18]([C:20]2[CH:21]=[N:22][O:23][C:24]=2[CH3:25])=[O:19])[CH2:14][CH2:13]1)#[N:5].[OH-].[Na+]>O>[C:4]([C:6]1[CH:7]=[C:8]([NH:26][C:27]([C:29]2[CH:30]=[N:31][N:32]([C:35]3[CH:40]=[CH:39][C:38]([F:41])=[CH:37][CH:36]=3)[C:33]=2[CH3:34])=[O:28])[CH:9]=[CH:10][C:11]=1[N:12]1[CH2:17][CH2:16][N:15]([C:18](=[O:19])/[C:20](/[C:21]#[N:22])=[C:24](\[OH:23])/[CH3:25])[CH2:14][CH2:13]1)#[N:5] |f:2.3|. Reported procedure: A mixed solvent of ethanol (10 ml) and water (10 ml) containing N-{3-cyano-4-[4-(5-methylisoxazol-4-ylcarbonyl) piperazin-1-yl]phenyl}-1-(4-fluorophenyl)-5-methylpyrazole-4-carboxamide (0.95 g) and sodium hydroxide (0.1 g) was stirred at a refluxing temperature for 2 h. The solvent was evaporated under reduced pressure. Dilute hydrochloric acid was added to the residue to allow crystallization. The crystals were recrystallized from hydrous dimethylformamide to give the title compound (0.45 g), m... The yield is 51.0%. Yields the product C(C1=CC=CC=C1)OC1=NC=CC(=C1[N+](=O)[O-])C1=C(C=C(C=C1)Cl)Cl (2-benzyloxy-4-(2,4-dichloro-phenyl)-3-nitro-pyridine). As a reaction SMILES: [CH2:1]([O:8][C:9]1[C:14]([N+:15]([O-:17])=[O:16])=[C:13](Cl)[CH:12]=[CH:11][N:10]=1)[C:2]1[CH:7]=[CH:6][CH:5]=[CH:4][CH:3]=1.[Cl:19][C:20]1[CH:25]=[C:24]([Cl:26])[CH:23]=[CH:22][C:21]=1B(O)O>>[CH2:1]([O:8][C:9]1[C:14]([N+:15]([O-:17])=[O:16])=[C:13]([C:23]2[CH:22]=[CH:21][C:20]([Cl:19])=[CH:25][C:24]=2[Cl:26])[CH:12]=[CH:11][N:10]=1)[C:2]1[CH:7]=[CH:6][CH:5]=[CH:4][CH:3]=1. Reactants: C(C1=CC=CC=C1)OC1=NC=CC(=C1[N+](=O)[O-])Cl (2-Benzyloxy-4-chloro-3-nitro-pyridine), ClC1=C(C=CC(=C1)Cl)B(O)O (2,4-dichlorophenylboronic acid). Procedure: 2-Benzyloxy-4-chloro-3-nitro-pyridine (Wilde, et. al. WO 99/01454, which is incorporated herein by reference in its entirety) (11 g, 41.6 mmol) and 2,4-dichlorophenylboronic acid (11.9 g, 62.3 mmol) were treated substantially as described in Part A of Example 19a to give 8.0 g (51%) of 2-benzyloxy-4-(2,4-dichloro-phenyl)-3-nitro-pyridine: MS (AP) m/z 375.2 [(M+H)+, 100]. Reactants: BrC1=NC(=CC=C1)Br (2,6-dibromopyridine), FC=1C=C(C=CC1)CN ((3-fluorophenyl)methanamine), CCN(C(C)C)C(C)C (Huenig's Base). Solvent: CN1CCCC1=O (NMP), CCOC(=O)C (EtOAc). Reaction conditions: temperature 117.5 celsius, time 168 hour. Yields the product BrC1=CC=CC(=N1)NCC1=CC(=CC=C1)F (6-bromo-N-(3-fluorobenzyl)pyridin-2-amine). The yield is 84.3%. RXN SMILES: Br[C:2]1[CH:7]=[CH:6][CH:5]=[C:4]([Br:8])[N:3]=1.[F:9][C:10]1[CH:11]=[C:12]([CH2:16][NH2:17])[CH:13]=[CH:14][CH:15]=1.CCN(C(C)C)C(C)C>CN1C(=O)CCC1.CCOC(C)=O>[Br:8][C:4]1[N:3]=[C:2]([NH:17][CH2:16][C:12]2[CH:13]=[CH:14][CH:15]=[C:10]([F:9])[CH:11]=2)[CH:7]=[CH:6][CH:5]=1. Procedure: A solution of 2,6-dibromopyridine (7.1 g, 30.0 mmol) in NMP (16 mL) was mixed with a mixture of (3-fluorophenyl)methanamine (4.13 g, 33.0 mmol) and Huenig's Base (5.76 mL, 33.0 mmol). The resulting mixture was stirred under argon at 115-120° C. for about 168 hr. The mixture was then cooled to ambient temperature and diluted with EtOAc (250 mL). The organic layer was separated, washed with saturated aqueous sodium bicarbonate (2×), water (2×), brine (1×), dried over sodium sulfate, filtered, and ... Starting materials: O=C([O-])[O-], Cc1cc(C(F)(F)F)n[nH]1, CC#N, COc1cc(N2CCC(C(=O)CCl)CC2)ccc1Cl, [K+], [K+]. Product: COc1cc(N2CCC(C(=O)Cn3nc(C(F)(F)F)cc3C)CC2)ccc1Cl. RXN SMILES: [C:30](=[O:31])([O-:32])[O-:33].[CH3:20][c:21]1[cH:22][c:23]([C:26]([F:27])([F:28])[F:29])[n:24][nH:25]1.[CH3:36][C:37]#[N:38].[Cl:1][CH2:2][C:3](=[O:4])[CH:5]1[CH2:6][CH2:7][N:8]([c:11]2[cH:12][c:13]([O:18][CH3:19])[c:14]([Cl:17])[cH:15][cH:16]2)[CH2:9][CH2:10]1.[K+:34].[K+:35]>>[CH2:2]([C:3](=[O:4])[CH:5]1[CH2:6][CH2:7][N:8]([c:11]2[cH:12][c:13]([O:18][CH3:19])[c:14]([Cl:17])[cH:15][cH:16]2)[CH2:9][CH2:10]1)[n:25]1[c:21]([CH3:20])[cH:22][c:23]([C:26]([F:27])([F:28])[F:29])[n:24]1. Starting materials: C1(=CC=C(C=C1)C=1SC(=CN1)Br)C1=CC=CC=C1 (2-(biphenyl-4-yl)-5-bromothiazole), C1(=CC=CC=C1)B(O)O (phenylboronic acid). Yields the product C1(=CC=C(C=C1)C=1SC(=CN1)C1=CC=CC=C1)C1=CC=CC=C1 (2-(biphenyl-4-yl)-5-phenylthiazole). Isolated yield 97.7%. RXN SMILES: [C:1]1([C:13]2[CH:18]=[CH:17][CH:16]=[CH:15][CH:14]=2)[CH:6]=[CH:5][C:4]([C:7]2[S:8][C:9](Br)=[CH:10][N:11]=2)=[CH:3][CH:2]=1.[C:19]1(B(O)O)[CH:24]=[CH:23][CH:22]=[CH:21][CH:20]=1>>[C:1]1([C:13]2[CH:18]=[CH:17][CH:16]=[CH:15][CH:14]=2)[CH:6]=[CH:5][C:4]([C:7]2[S:8][C:9]([C:19]3[CH:24]=[CH:23][CH:22]=[CH:21][CH:20]=3)=[CH:10][N:11]=2)=[CH:3][CH:2]=1. Procedure details: The compound of the title was prepared in a similar way to example 3 from 2-(biphenyl-4-yl)-5-bromothiazole (311 mg, 0.98 mmol) and phenylboronic acid (955 mg, 1.27 mmol) for 4 h at 100° C. Flash chromatography of the residue on silica gel (SiO2, hexane:ethyl acetate, 8:2) afforded 300 mg of 2-(biphenyl-4-yl)-5-phenylthiazole as a white solid (98% yield). EM (IE): m/z (%): 313; (M+, 100). HRMS (ESI): (M+H)+: calculated for C21H15NS: 314.0925. found: 314.0995.